Dataset: the Open Reaction Database (ORD), a public repository of structured organic reaction records. Task: describe an organic reaction: reactants, conditions, products, and yield The reactants are N[C@H]1CC[C@H](CC1)NC(=O)C1=CNC2=C1N=CN=C2C2=C(C=C(C=C2)F)OCC2CC2 (cis-4-(2-cyclopropylmethoxy-4-fluoro-phenyl)-5H-pyrrolo[3,2-d]pyrimidine-7-carboxylic acid (4-amino-cyclohexyl)-amide), ClC(=O)COC(C)=O (acetic acid chlorocarbonyl-methyl ester). Product: OCC(=O)N[C@H]1CC[C@H](CC1)NC(=O)C1=CNC2=C1N=CN=C2C2=C(C=C(C=C2)F)OCC2CC2 (cis-4-(2-Cyclopropylmethoxy-4-fluoro-phenyl)-5H-pyrrolo[3,2-d]pyrimidine-7-carboxylic acid [4-(2-hydroxy-acetylamino)-cyclohexyl]-amide). RXN SMILES: [NH2:1][C@@H:2]1[CH2:7][CH2:6][C@H:5]([NH:8][C:9]([C:11]2[C:15]3[N:16]=[CH:17][N:18]=[C:19]([C:20]4[CH:25]=[CH:24][C:23]([F:26])=[CH:22][C:21]=4[O:27][CH2:28][CH:29]4[CH2:31][CH2:30]4)[C:14]=3[NH:13][CH:12]=2)=[O:10])[CH2:4][CH2:3]1.Cl[C:33]([CH2:35][O:36]C(=O)C)=[O:34]>>[OH:36][CH2:35][C:33]([NH:1][C@@H:2]1[CH2:7][CH2:6][C@H:5]([NH:8][C:9]([C:11]2[C:15]3[N:16]=[CH:17][N:18]=[C:19]([C:20]4[CH:25]=[CH:24][C:23]([F:26])=[CH:22][C:21]=4[O:27][CH2:28][CH:29]4[CH2:30][CH2:31]4)[C:14]=3[NH:13][CH:12]=2)=[O:10])[CH2:4][CH2:3]1)=[O:34]. Procedure details: Starting from cis-4-(2-cyclopropylmethoxy-4-fluoro-phenyl)-5H-pyrrolo[3,2-d]pyrimidine-7-carboxylic acid (4-amino-cyclohexyl)-amide (example A156) and acetic acid chlorocarbonyl-methyl ester the title compound is obtained as colorless solid. The reactants are Cc1cc(CC(=O)O)c[nH]1, CCOC(OCC)OCC, O=C(O)C(F)(F)F, O. The product is Cc1cc(CC(=O)O)c(C=O)[nH]1. Reaction SMILES: [CH3:1][c:2]1[cH:3][c:4]([CH2:7][C:8](=[O:9])[OH:10])[cH:5][nH:6]1.[CH:11]([O:12][CH2:19][CH3:20])([O:13][CH2:14][CH3:15])[O:16][CH2:17][CH3:18].[F:22][C:23]([F:24])([F:25])[C:26]([OH:27])=[O:28].[OH2:21]>>[CH3:1][c:2]1[cH:3][c:4]([CH2:7][C:8](=[O:9])[OH:10])[c:5]([CH:11]=[O:12])[nH:6]1. Reactants: C(C)(=O)O (acetic acid), BrC1=C2C(=CN=C1)SC(=C2)C(=O)[O-] (4-bromothieno[2,3-c]pyridine-2-carboxylate). The reagents and catalysts are C([O-])([O-])=O.[Ag+2] (Silver carbonate). Run in C(C)(=O)OCC (ethyl acetate), CN(C)C=O (DMF). Reaction conditions: temperature 120 celsius, time 24 hour. The product is BrC1=C2C(=CN=C1)SC=C2 (4-bromothieno[2,3-c]pyridine). As a reaction SMILES: C(O)(=O)C.[Br:5][C:6]1[CH:11]=[N:10][CH:9]=[C:8]2[S:12][C:13](C([O-])=O)=[CH:14][C:7]=12>CN(C=O)C.C(OCC)(=O)C.C(=O)([O-])[O-].[Ag+2]>[Br:5][C:6]1[CH:11]=[N:10][CH:9]=[C:8]2[S:12][CH:13]=[CH:14][C:7]=12 |f:4.5|. Reported procedure: Silver carbonate (28 mg) and acetic acid (0.006 ml) were added to a solution of 4-bromothieno[2,3-c]pyridine-2-carboxylate obtained in the above-described Step 1 (258 mg) in DMF (2.0 ml), and the reaction solution was stirred at 120° C. for 24 hours. The reaction solution was diluted with ethyl acetate and washed successively with an aqueous sodium bicarbonate solution and a saturated saline solution. After drying over anhydrous sodium sulfate, the solvent was evaporated under vacuum. The result... The reactants are [OH-].[K+] (potassium hydroxide), C(C)(=O)NC=1C(=C(C(=C(C(=O)NCC(CO)O)C1I)I)C(=O)NCC(CO)O)I (5-acetylamino-N,N′-bis-(2,3-dihydroxypropyl)-2,4,6-triiodo isophthalamide), O1C(C1)CCCCC1OC1 (2-(4-oxiran-2-ylbutyl)oxirane), Cl (HCl), B(O)(O)O (boric acid). Solvent: O.CO (water methanol), O (water), C(C)#N (acetonitrile). Run at time 60 minute. The product is OC(CN(C(C)=O)C=1C(=C(C(=C(C(=O)NCC(CO)O)C1I)I)C(=O)NCC(CO)O)I)CCCCC(CN(C(C)=O)C=1C(=C(C(=C(C(=O)NCC(CO)O)C1I)I)C(=O)NCC(CO)O)I)O (5,5′-(2,7-dihydroxyoctane-1,8-diyl)bis(acetylazanediyl)bis(N1,N3-bis(2,3-dihydroxypropyl)-2,4,6-triiodoisophthalamide)). As a reaction SMILES: [OH-:1].[K+].[C:3]([NH:6][C:7]1[C:8]([I:31])=[C:9]([C:23]([NH:25][CH2:26][CH:27]([OH:30])[CH2:28][OH:29])=[O:24])[C:10]([I:22])=[C:11]([C:20]=1[I:21])[C:12]([NH:14][CH2:15][CH:16]([OH:19])[CH2:17][OH:18])=[O:13])(=[O:5])[CH3:4].B(O)(O)O.[O:36]1[CH2:38][CH:37]1[CH2:39][CH2:40][CH2:41][CH2:42][CH:43]1[CH2:45][O:44]1.Cl>C(#N)C.O.O.CO>[OH:36][CH:37]([CH2:39][CH2:40][CH2:41][CH2:42][CH:43]([OH:44])[CH2:45][N:6]([C:7]1[C:20]([I:21])=[C:11]([C:12]([NH:14][CH2:15][CH:16]([OH:19])[CH2:17][OH:18])=[O:13])[C:10]([I:22])=[C:9]([C:8]=1[I:31])[C:23]([NH:25][CH2:26][CH:27]([OH:30])[CH2:28][OH:29])=[O:24])[C:3](=[O:1])[CH3:4])[CH2:38][N:6]([C:7]1[C:20]([I:21])=[C:11]([C:12]([NH:14][CH2:15][CH:16]([OH:19])[CH2:17][OH:18])=[O:13])[C:10]([I:22])=[C:9]([C:8]=1[I:31])[C:23]([NH:25][CH2:26][CH:27]([OH:30])[CH2:28][OH:29])=[O:24])[C:3](=[O:5])[CH3:4] |f:0.1,8.9|. Procedure: To a stirred solution of water/methanol (4.9 ml, 2.5 ml) and potassium hydroxide (0.49 g, 8.7 mmol) at 40° C. was added 5-acetylamino-N,N′-bis-(2,3-dihydroxypropyl)-2,4,6-triiodo isophthalamide (5.0 g, 6.7 mmol). To the clear solution was then added boric acid (0.29 g, 4.6 mmol). The mixture was cooled to room temperature and pH adjusted to 12.6. 2-(4-oxiran-2-ylbutyl)oxirane (0.327 g, 2.3 mmol) was added. The pH of the solution was adjusted to the interval 12.6-13. The reaction was left over we... The reactants are Cl (Hydrochloric acid), C(=O)=O (dry ice), CO (methanol), ClC=1C=C(C(=C(C1)C(C)NC1=C(C=CC(=C1)N1CCNCC1)S(=O)(=O)C)OC)OC ([1-(5-Chloro-2,3-dimethoxy-phenyl)-ethyl]-(2-methanesulfonyl-5-piperazin-1-yl-phenyl)-amine). Run in ClCCl (dichloromethane), CCOCC (ether). Product: Cl.ClC=1C=C(C(=C(C1)C(C)NC1=C(C=CC(=C1)N1CCNCC1)S(=O)(=O)C)OC)OC ([1-(5-chloro-2,3-dimethoxy-phenyl)-ethyl]-(2-methanesulfonyl-5-piperazin-1-yl-phenyl)-amine hydrochloride salt). The yield is 196.5%. RXN SMILES: [Cl:1][C:2]1[CH:3]=[C:4]([O:29][CH3:30])[C:5]([O:27][CH3:28])=[C:6]([CH:8]([NH:10][C:11]2[CH:16]=[C:15]([N:17]3[CH2:22][CH2:21][NH:20][CH2:19][CH2:18]3)[CH:14]=[CH:13][C:12]=2[S:23]([CH3:26])(=[O:25])=[O:24])[CH3:9])[CH:7]=1.C(=O)=O.CO.Cl>ClCCl.CCOCC>[ClH:1].[Cl:1][C:2]1[CH:3]=[C:4]([O:29][CH3:30])[C:5]([O:27][CH3:28])=[C:6]([CH:8]([NH:10][C:11]2[CH:16]=[C:15]([N:17]3[CH2:22][CH2:21][NH:20][CH2:19][CH2:18]3)[CH:14]=[CH:13][C:12]=2[S:23]([CH3:26])(=[O:24])=[O:25])[CH3:9])[CH:7]=1 |f:6.7|. Procedure: [1-(5-Chloro-2,3-dimethoxy-phenyl)-ethyl]-(2-methanesulfonyl-5-piperazin-1-yl-phenyl)-amine (10 mg, 0.022 mmol) was dissolved in dichloromethane (1.5 mL) and ether (1.5 mL). The solution was cooled in a bath with dry ice and methanol. Hydrochloric acid (0.5 mL, 2.0 M in ether) was added slowly. The mixture was warmed to room temperature. The solvents were concentrated down in vacuo and co-evaporated with diethyl ether gave [1-(5-chloro-2,3-dimethoxy-phenyl)-ethyl]-(2-methanesulfonyl-5-piperazin-... Conditions: time 5 hour. Reported procedure: 3-(1-Methyl-1,2,3,4-tetrazol-5-yl)thiopropyl 2-pyridyl sulfoxide (2.8 g) is dissolved in formic acid (20 ml) and thereto is added with stirring 30% hydrogen peroxide (1.3 g) at room temperature, and the mixture is stirred for 5 hours. To the mixture is added sodium hydrogen sulfite under ice-cooling in order to decompose excess performic acid. Water is added to the resulting mixture and it is extracted with chloroform. The chloroform solution is washed with water and saturated aqueous sodium bic... Product: N1=C(C=CC=C1)S(=O)CCCS(=O)C1=NN=NN1C (3-(1-methyl-1,2,3,4-tetrazol-5-yl)sulfinylpropyl 2-pyridyl sulfoxide). Run in C(=O)O (formic acid), O (Water). RXN SMILES: [N:1]1[CH:6]=[CH:5][CH:4]=[CH:3][C:2]=1[S:7]([CH2:9][CH2:10][CH2:11][S:12][C:13]1[N:17]([CH3:18])[N:16]=[N:15][N:14]=1)=[O:8].OO.S([O-])(O)=[O:22].[Na+].C(OO)=O>C(O)=O.O>[N:1]1[CH:6]=[CH:5][CH:4]=[CH:3][C:2]=1[S:7]([CH2:9][CH2:10][CH2:11][S:12]([C:13]1[N:17]([CH3:18])[N:16]=[N:15][N:14]=1)=[O:22])=[O:8] |f:2.3|. Starting materials: OO (hydrogen peroxide), C(=O)OO (performic acid), N1=C(C=CC=C1)S(=O)CCCSC1=NN=NN1C (3-(1-Methyl-1,2,3,4-tetrazol-5-yl)thiopropyl 2-pyridyl sulfoxide), S(=O)(O)[O-].[Na+] (sodium hydrogen sulfite).